From a dataset of the Open Reaction Database (ORD), a public repository of structured organic reaction records. describe an organic reaction: reactants, conditions, products, and yield Reactants: CC(C)(C)OC(=O)Cc1ccc(Oc2ccc(C(=O)NCCc3ccc(Cl)cc3)cc2)c(C#N)c1, ClCCl, O=C(O)C(F)(F)F. Yields the product N#Cc1cc(CC(=O)O)ccc1Oc1ccc(C(=O)NCCc2ccc(Cl)cc2)cc1. RXN SMILES: [Cl:1][c:2]1[cH:3][cH:4][c:5]([CH2:6][CH2:7][NH:8][C:9](=[O:10])[c:11]2[cH:12][cH:13][c:14]([O:15][c:16]3[c:17]([C:30]#[N:31])[cH:18][c:19]([CH2:22][C:23](=[O:24])[O:25][C:26]([CH3:27])([CH3:28])[CH3:29])[cH:20][cH:21]3)[cH:32][cH:33]2)[cH:34][cH:35]1.[Cl:43][CH2:44][Cl:45].[F:36][C:37]([F:38])([F:39])[C:40]([OH:41])=[O:42]>>[Cl:1][c:2]1[cH:3][cH:4][c:5]([CH2:6][CH2:7][NH:8][C:9](=[O:10])[c:11]2[cH:12][cH:13][c:14]([O:15][c:16]3[c:17]([C:30]#[N:31])[cH:18][c:19]([CH2:22][C:23](=[O:24])[OH:25])[cH:20][cH:21]3)[cH:32][cH:33]2)[cH:34][cH:35]1. Starting materials: CC(C)[N-]C(C)C, O=Cc1ccccc1, FC(F)(F)c1cccc(Cl)n1, [Li+], C1CCOC1, O. Product: OC(c1ccccc1)c1ccc(C(F)(F)F)nc1Cl. RXN SMILES: [CH:1]([N-:2][CH:3]([CH3:4])[CH3:5])([CH3:6])[CH3:7].[CH:20](=[O:21])[c:22]1[cH:23][cH:24][cH:25][cH:26][cH:27]1.[Cl:9][c:10]1[n:11][c:12]([C:16]([F:17])([F:18])[F:19])[cH:13][cH:14][cH:15]1.[Li+:8].[O:29]1[CH2:30][CH2:31][CH2:32][CH2:33]1.[OH2:28]>>[Cl:9][c:10]1[n:11][c:12]([C:16]([F:17])([F:18])[F:19])[cH:13][cH:14][c:15]1[CH:20]([OH:21])[c:22]1[cH:23][cH:24][cH:25][cH:26][cH:27]1. Reactants: C1(=CC=CC=C1)CC(=O)O (phenylacetic acid), CO (methanol). The product is C1(=CC=CC=C1)CC(=O)OC (Methyl phenylacetate). Reaction SMILES: [C:1]1([CH2:7][C:8]([OH:10])=[O:9])[CH:6]=[CH:5][CH:4]=[CH:3][CH:2]=1.[CH3:11]O>>[C:1]1([CH2:7][C:8]([O:10][CH3:11])=[O:9])[CH:6]=[CH:5][CH:4]=[CH:3][CH:2]=1. Reported procedure: Dissolved 13 g (0.1 mol) of phenylacetic acid in 500 ml of anhydrous methanol. Introduced HC1 gas, while refluxing for 3 hours. The solvent was then removed by evaporation. Dissolved the ester in benzene, which was successively washed with water and 10% NaOH. The organic layer was dehydrated with anhydrous magnesium sulfate. The solvent was again removed by evaporation. Methyl phenylacetate was finally purified by column chromatography employing silica gel chloroform system. The solvent was remo... Reactants: C1CCOC1, CN(C)C(=O)Cl, CN1CC=C(c2ccc3cc[nH]c3c2)CC1. The product is CN1CC=C(c2ccc3ccn(C(=O)N(C)C)c3c2)CC1. Reaction SMILES: [CH2:23]1[O:24][CH2:25][CH2:26][CH2:27]1.[CH3:17][N:18]([C:19](=[O:20])[Cl:21])[CH3:22].[CH3:1][N:2]1[CH2:3][CH:4]=[C:5]([c:8]2[cH:9][cH:10][c:11]3[cH:12][cH:13][nH:14][c:15]3[cH:16]2)[CH2:6][CH2:7]1>>[CH3:1][N:2]1[CH2:3][CH:4]=[C:5]([c:8]2[cH:9][cH:10][c:11]3[cH:12][cH:13][n:14]([C:19]([N:18]([CH3:17])[CH3:22])=[O:20])[c:15]3[cH:16]2)[CH2:6][CH2:7]1. The reactants are COC(COC1CCCCC1)OC ((2,2-dimethoxyethoxy)cyclohexane), S(O)(O)(=O)=O (sulfuric acid). The solvent is O (water). Conditions: temperature 100 celsius. The product is C1(CCCCC1)OCC=O (2-(cyclohexyloxy)acetaldehyde). Isolated yield 51.0%. RXN SMILES: C[O:2][CH:3](OC)[CH2:4][O:5][CH:6]1[CH2:11][CH2:10][CH2:9][CH2:8][CH2:7]1.S(=O)(=O)(O)O>O>[CH:6]1([O:5][CH2:4][CH:3]=[O:2])[CH2:11][CH2:10][CH2:9][CH2:8][CH2:7]1. Reported procedure: Acidify a mixture of (2,2-dimethoxyethoxy)cyclohexane and water (30 mL) to a pH of 1.0 with sulfuric acid (9.0 M aqueous solution), and connect the mixture to a short-path distillation head. Reduce the pressure to 26.7 kPa and heat the mixture to 100° C. for 1 h. Cool the mixture to room temperature, then extract the aqueous layer with TBME (2×75 mL). Wash the combined organic layers with saturated aqueous NaHCO3 (75 mL) and saturated aqueous NaCl (75 mL). Dry the organic phase over MgSO4, filte... The reactants are BrC1=C(C=CC=C1)OC (2-bromoanisole), C1COC2(CCNCC2)O1 (4-piperidone ethylene ketal), CC(C)([O-])C.[Na+] (sodium tert-butoxide), C1(=C(C=CC=C1)P(C1=C(C=CC=C1)C)C1=C(C=CC=C1)C)C (tri-o-tolylphosphine). Reagents/catalysts: C=1C=CC(=CC1)/C=C/C(=O)/C=C/C2=CC=CC=C2.C=1C=CC(=CC1)/C=C/C(=O)/C=C/C2=CC=CC=C2.C=1C=CC(=CC1)/C=C/C(=O)/C=C/C2=CC=CC=C2.[Pd].[Pd] (tris(dibenzylideneacetone)dipalladium(0)). Solvent: C1(=CC=CC=C1)C (toluene), CCOCC (ether). Reaction conditions: temperature 100 celsius. Product: C1COC2(CCN(CC2)C2=C(C=CC=C2)OC)O1 (N-(2-Methoxyphenyl)-4-piperidone ethylene ketal). RXN SMILES: Br[C:2]1[CH:7]=[CH:6][CH:5]=[CH:4][C:3]=1[O:8][CH3:9].[CH2:10]1[O:19][C:13]2([CH2:18][CH2:17][NH:16][CH2:15][CH2:14]2)[O:12][CH2:11]1.CC(C)([O-])C.[Na+].C1(C)C=CC=CC=1P(C1C=CC=CC=1C)C1C=CC=CC=1C>C1(C)C=CC=CC=1.CCOCC.C1C=CC(/C=C/C(/C=C/C2C=CC=CC=2)=O)=CC=1.C1C=CC(/C=C/C(/C=C/C2C=CC=CC=2)=O)=CC=1.C1C=CC(/C=C/C(/C=C/C2C=CC=CC=2)=O)=CC=1.[Pd].[Pd]>[CH2:10]1[O:19][C:13]2([CH2:18][CH2:17][N:16]([C:2]3[CH:7]=[CH:6][CH:5]=[CH:4][C:3]=3[O:8][CH3:9])[CH2:15][CH2:14]2)[O:12][CH2:11]1 |f:2.3,7.8.9.10.11|. Reported procedure: A solution of 2-bromoanisole (6.00 g, 32.08 mmol) and 4-piperidone ethylene ketal (5.54 g, 38.69 mmol) in toluene (250 mL) was treated with sodium tert-butoxide (4.40 g, 45.76 mmol), tri-o-tolylphosphine (411 mg, 1.35 mmol), and tris(dibenzylideneacetone)dipalladium(0) (295 mg, 0.32 mmol) at room temperature. The mixture was heated in an oil bath (100° C., 2 h). The mixture was diluted with ether and the organics washed with brine, dried over Na2SO4, and concentrated under reduced pressure. Flas...